From a dataset of the Open Reaction Database (ORD), a public repository of structured organic reaction records. describe an organic reaction: reactants, conditions, products, and yield The reactants are O (water), ClC=1C=C(C=O)C=CC1Cl (3,4-dichlorobenzaldehyde), NC=1C=CC(=NC1)OC1=CC=C(C=C1)CCC(=O)OCC (ethyl 3-[4-(5-aminopyridin-2-yloxy)phenyl]propionate), [BH4-].[Na+] (sodium borohydride). The solvent is C(C)O (ethanol). Conditions: temperature 40 celsius, time 2 hour. Yields the product ClC=1C=C(CNC=2C=CC(=NC2)OC2=CC=C(C=C2)CCC(=O)OCC)C=CC1Cl (ethyl 3-{4-[5-(3,4-dichlorobenzylamino)-pyridin-2-yloxy]phenyl}propionate). As a reaction SMILES: [Cl:1][C:2]1[CH:3]=[C:4]([CH:7]=[CH:8][C:9]=1[Cl:10])[CH:5]=O.[NH2:11][C:12]1[CH:13]=[CH:14][C:15]([O:18][C:19]2[CH:24]=[CH:23][C:22]([CH2:25][CH2:26][C:27]([O:29][CH2:30][CH3:31])=[O:28])=[CH:21][CH:20]=2)=[N:16][CH:17]=1.[BH4-].[Na+].O>C(O)C>[Cl:1][C:2]1[CH:3]=[C:4]([CH:7]=[CH:8][C:9]=1[Cl:10])[CH2:5][NH:11][C:12]1[CH:13]=[CH:14][C:15]([O:18][C:19]2[CH:24]=[CH:23][C:22]([CH2:25][CH2:26][C:27]([O:29][CH2:30][CH3:31])=[O:28])=[CH:21][CH:20]=2)=[N:16][CH:17]=1 |f:2.3|. Procedure details: A solution of 3,4-dichlorobenzaldehyde (1.28 g, 7.3 mmol) was added to a solution of ethyl 3-[4-(5-aminopyridin-2-yloxy)phenyl]propionate (2.1 g, 7.3 mmol) in ethanol (20 mL), and the resulting solution was stirred for 2 hours at 40° C. To the resulting reaction solution was added sodium borohydride (0.55 g, 15.7 mmol) under ice cooling, and stirred at the same temperature for 1 hour. To the solution was added water and extracted with ethyl acetate. The ethyl acetate layer was washed with water,... Reactants: BrC1=C(CN2C(=C(C3=CC(=CC=C23)C(=O)O)C)C)C=CC=C1 (1-(2-bromobenzyl)-2,3-dimethyl-1H-indole-5-carboxylic acid), C(C)OC(=O)C1=CC=C(C=C1)B(O)O ((4-(ethoxycarbonyl)phenyl)boronic acid). Yields the product C(C)OC(=O)C1=CC=C(C=C1)C1=C(C=CC=C1)CN1C(=C(C2=CC(=CC=C12)C(=O)O)C)C (1-((4′-(Ethoxycarbonyl)-[1,1′-biphenyl]-2-yl)methyl)-2,3-dimethyl-1H-indole-5-carboxylic acid). Reaction SMILES: Br[C:2]1[CH:22]=[CH:21][CH:20]=[CH:19][C:3]=1[CH2:4][N:5]1[C:13]2[C:8](=[CH:9][C:10]([C:14]([OH:16])=[O:15])=[CH:11][CH:12]=2)[C:7]([CH3:17])=[C:6]1[CH3:18].[CH2:23]([O:25][C:26]([C:28]1[CH:33]=[CH:32][C:31](B(O)O)=[CH:30][CH:29]=1)=[O:27])[CH3:24]>>[CH2:23]([O:25][C:26]([C:28]1[CH:33]=[CH:32][C:31]([C:2]2[CH:22]=[CH:21][CH:20]=[CH:19][C:3]=2[CH2:4][N:5]2[C:13]3[C:8](=[CH:9][C:10]([C:14]([OH:16])=[O:15])=[CH:11][CH:12]=3)[C:7]([CH3:17])=[C:6]2[CH3:18])=[CH:30][CH:29]=1)=[O:27])[CH3:24]. Procedure details: The title compound was prepared following the same protocol as described in Step 5, Example 38, using 1-(2-bromobenzyl)-2,3-dimethyl-1H-indole-5-carboxylic acid instead of the (S)-1-(4-bromobenzyl)-N-(1-(4-nitrophenyl)ethyl)-1H-indole-5-carboxamide and the (4-(ethoxycarbonyl)phenyl)boronic acid instead of the phenylboronic acid. ESI-MS (m/z): 428 [M+H]+. Reactants: C1CCOC1, CCOC(=O)N(Cc1ccccc1)c1cc(Cl)nc(N)c1[N+](=O)[O-], C[S-], CO, CO, [Na+]. The product is CCOC(=O)N(Cc1ccccc1)c1cc(SC)nc(N)c1[N+](=O)[O-]. RXN SMILES: [CH2:30]1[O:31][CH2:32][CH2:33][CH2:34]1.[CH2:4]([CH3:5])[O:6][C:7]([N:8]([CH2:9][c:10]1[cH:11][cH:12][cH:13][cH:14][cH:15]1)[c:16]1[c:17]([N+:24](=[O:25])[O-:26])[c:18]([NH2:23])[n:19][c:20]([Cl:22])[cH:21]1)=[O:27].[CH3:1][S-:2].[CH3:28][OH:29].[CH3:35][OH:36].[Na+:3]>>[CH3:1][S:2][c:20]1[n:19][c:18]([NH2:23])[c:17]([N+:24](=[O:25])[O-:26])[c:16]([N:8]([C:7]([O:6][CH2:4][CH3:5])=[O:27])[CH2:9][c:10]2[cH:11][cH:12][cH:13][cH:14][cH:15]2)[cH:21]1. Reactants: N([C@@H](CC(C)C)C(=O)N[C@@H](CCC(N)=O)C(=O)N1[C@H](C(=O)NCC)CCC1)C(=O)OCC1=CC=CC=C1 (Z-Leu-Gln-Pro-NHEt), ice, solution, Br (hydrogen bromide). Solvent: C(C)(=O)O (acetic acid), C(C)(=O)O (acetic acid). Run at time 90 minute. Yields the product N[C@@H](CC(C)C)C(=O)N[C@@H](CCC(N)=O)C(=O)N1[C@H](C(=O)NCC)CCC1.Br (H-Leu-Gln-Pro-NHEt.HBr). Reaction SMILES: [BrH:1].[NH:2](C(OCC1C=CC=CC=1)=O)[C@H:3]([C:8]([NH:10][C@H:11]([C:17]([N:19]1[CH2:28][CH2:27][CH2:26][C@H:20]1[C:21]([NH:23][CH2:24][CH3:25])=[O:22])=[O:18])[CH2:12][CH2:13][C:14](=[O:16])[NH2:15])=[O:9])[CH2:4][CH:5]([CH3:7])[CH3:6]>C(O)(=O)C>[NH2:2][C@H:3]([C:8]([NH:10][C@H:11]([C:17]([N:19]1[CH2:28][CH2:27][CH2:26][C@H:20]1[C:21]([NH:23][CH2:24][CH3:25])=[O:22])=[O:18])[CH2:12][CH2:13][C:14](=[O:16])[NH2:15])=[O:9])[CH2:4][CH:5]([CH3:7])[CH3:6].[BrH:1] |f:3.4|. Reported procedure: 70 ml of a 4N solution of hydrogen bromide in glacial acetic acid are added to a solution containing 7.6 g (14.6 mmoles) of Z-Leu-Gln-Pro-NHEt in 50 ml of glacial acetic acid, then the mixture is left to stand at room temperature for 90 minutes. The mixture is slowly poured into 800 ml of ice-cold ether while stirring. After 30 minutes, the stirring is stopped and the settled precipitate is filtered and dried in a desiccator over phosphorus pentoxide to give 7.9 g of the aimed product, m.p.: 147... The reactants are BrC=1C(=NN(C1)C)N1C(CC(C1)CO)=O (1-(4-bromo-1-methyl-1H-pyrazol-3-yl)-4-(hydroxymethyl)pyrrolidin-2-one), N1C=NC=C1 (1H-imidazole), C(C)(C)(C)[Si](Cl)(C)C (tert-butyldimethylchlorosilane). Solvent: C(C)(=O)OCC (ethyl acetate), CN(C)C=O (DMF). Reaction conditions: time 20 hour. Product: BrC=1C(=NN(C1)C)N1C(CC(C1)CO[Si](C)(C)C(C)(C)C)=O (1-(4-bromo-1-methyl-1H-pyrazol-3-yl)-4-(((tert-butyl(dimethyl)silyl)oxy)methyl)pyrrolidin-2-one). The yield is 37.0%. As a reaction SMILES: [Br:1][C:2]1[C:3]([N:8]2[CH2:12][CH:11]([CH2:13][OH:14])[CH2:10][C:9]2=[O:15])=[N:4][N:5]([CH3:7])[CH:6]=1.N1C=CN=C1.[C:21]([Si:25]([CH3:28])([CH3:27])Cl)([CH3:24])([CH3:23])[CH3:22]>CN(C=O)C.C(OCC)(=O)C>[Br:1][C:2]1[C:3]([N:8]2[CH2:12][CH:11]([CH2:13][O:14][Si:25]([C:21]([CH3:24])([CH3:23])[CH3:22])([CH3:28])[CH3:27])[CH2:10][C:9]2=[O:15])=[N:4][N:5]([CH3:7])[CH:6]=1. Procedure: To a solution of 1-(4-bromo-1-methyl-1H-pyrazol-3-yl)-4-(hydroxymethyl)pyrrolidin-2-one (84 mg) and 1H-imidazole (27 mg) in DMF (3.0 mL) was added tert-butyldimethylchlorosilane (54 mg). The reaction mixture was stirred at room temperature for 20 hr, and diluted with ethyl acetate. The diluted solution was washed with water and saturated brine, and dried over anhydrous sodium sulfate, and the solvent was evaporated under reduced pressure. The residue was purified by silica gel column chromatogra...